Dataset: the Open Reaction Database (ORD), a public repository of structured organic reaction records. Task: describe an organic reaction: reactants, conditions, products, and yield Reactants: COC(=O)C(CCO[Si](C)(C)C(C)(C)C)NC(=O)OCc1ccccc1, CO, [H][H]. The product is COC(=O)C(N)CCO[Si](C)(C)C(C)(C)C. Reaction SMILES: [CH3:1][O:2][C:3]([CH:4]([CH2:5][CH2:6][O:7][Si:8]([CH3:9])([CH3:10])[C:11]([CH3:12])([CH3:13])[CH3:14])[NH:15][C:16]([O:17][CH2:18][c:19]1[cH:20][cH:21][cH:22][cH:23][cH:24]1)=[O:25])=[O:26].[CH3:29][OH:30].[H:27][H:28]>>[CH3:1][O:2][C:3]([CH:4]([CH2:5][CH2:6][O:7][Si:8]([CH3:9])([CH3:10])[C:11]([CH3:12])([CH3:13])[CH3:14])[NH2:15])=[O:26]. The reactants are BrC1=CN=C2N1N=C(C=C2)Cl (3-bromo-6-chloroimidazo[1,2-b]pyridazine), COCCN (2-methoxyethylamine), amino, C(Cl)Cl.CO.[NH4+].[OH-] (CH2Cl2 MeOH NH4OH). Product: BrC1=CN=C2N1N=C(C=C2)NCCOC (3 -bromo-N-(2-methoxyethyl)imidazo [1,2-b]pyridazin-6-amine). As a reaction SMILES: [Br:1][C:2]1[N:6]2[N:7]=[C:8](Cl)[CH:9]=[CH:10][C:5]2=[N:4][CH:3]=1.[CH3:12][O:13][CH2:14][CH2:15][NH2:16].C(Cl)Cl.CO.[NH4+].[OH-]>>[Br:1][C:2]1[N:6]2[N:7]=[C:8]([NH:16][CH2:15][CH2:14][O:13][CH3:12])[CH:9]=[CH:10][C:5]2=[N:4][CH:3]=1 |f:2.3.4.5|. Reported procedure: Prepared from 3-bromo-6-chloroimidazo[1,2-b]pyridazine and 2-methoxyethylamine according to general procedure 1 providing the amino compound (432 mg, 74%) as a yellow solid; Rf=0.71 (CH2Cl2/MeOH/NH4OH, 160:18:2); 1H NMR (500 MHz, CD3OD) δ 7.57 (d, J=9.7 Hz, 1H), 7.42 (s, 1H), 6.75 (d, J=9.7 Hz, 1H), 3.68 (t, J=5.4 Hz, 2H), 3.59 (t, J=5.6 Hz, 2H), 3.43 (s, 3H); ES-MS: (M+H)=271, 273 m/z. Reactants: C(#C)C=1N=C(N(C1)C1=CC=C(C=C1)F)C (4-ethynyl-1-(4-fluoro-phenyl)-2-methyl-1H-imidazole), FC1=NC=CC(=C1)I (2-fluoro-4-iodopyridine). Product: FC1=NC=CC(=C1)C#CC=1N=C(N(C1)C1=CC=C(C=C1)F)C (2-Fluoro-4-[1-(4-fluoro-phenyl)-2-methyl-1H-imidazol-4-ylethynyl]-pyridine). Reaction SMILES: [C:1]([C:3]1[N:4]=[C:5]([CH3:15])[N:6]([C:8]2[CH:13]=[CH:12][C:11]([F:14])=[CH:10][CH:9]=2)[CH:7]=1)#[CH:2].[F:16][C:17]1[CH:22]=[C:21](I)[CH:20]=[CH:19][N:18]=1>>[F:16][C:17]1[CH:22]=[C:21]([C:2]#[C:1][C:3]2[N:4]=[C:5]([CH3:15])[N:6]([C:8]3[CH:13]=[CH:12][C:11]([F:14])=[CH:10][CH:9]=3)[CH:7]=2)[CH:20]=[CH:19][N:18]=1. Reported procedure: The title compound, MS: m/e=296.1 (M+H+), was prepared in accordance with the general method of example 1 from 4-ethynyl-1-(4-fluoro-phenyl)-2-methyl-1H-imidazole and 2-fluoro-4-iodopyridine. Starting materials: [N+](=O)([O-])C1=C(C=CC=C1)OC=1C=C2CCC(OC2=CC1)C1=CC=CC=C1 (2-nitro-1-(2-phenylchroman-6-yloxy)-benzene), OC=1C=C2CCC(OC2=CC1)C1=CC=CC=C1 (6-hydroxyflavane), [OH-].[K+] (KOH), ClC1=C(C=C(C#N)C=C1)[N+](=O)[O-] (4-chloro-3-nitro benzonitrile). Solvent: CS(=O)C (DMSO). Product: C(#N)C1=CC(=C(C=C1)OC=1C=C2CCC(OC2=CC1)C1=CC=CC=C1)[N+](=O)[O-] (4-Cyano-2-nitro-1-(2-phenylchroman-6-yloxy)-benzene). Reaction SMILES: [N+:1]([C:4]1[CH:9]=[CH:8][CH:7]=[CH:6][C:5]=1[O:10][C:11]1[CH:12]=[C:13]2[C:18](=[CH:19][CH:20]=1)[O:17][CH:16]([C:21]1[CH:26]=[CH:25][CH:24]=[CH:23][CH:22]=1)[CH2:15][CH2:14]2)([O-:3])=[O:2].OC1C=C2C(=CC=1)OC(C1C=CC=CC=1)CC2.[OH-].[K+].ClC1C=CC([C:51]#[N:52])=CC=1[N+]([O-])=O>CS(C)=O>[C:51]([C:8]1[CH:7]=[CH:6][C:5]([O:10][C:11]2[CH:12]=[C:13]3[C:18](=[CH:19][CH:20]=2)[O:17][CH:16]([C:21]2[CH:26]=[CH:25][CH:24]=[CH:23][CH:22]=2)[CH2:15][CH2:14]3)=[C:4]([N+:1]([O-:3])=[O:2])[CH:9]=1)#[N:52] |f:2.3|. Reported procedure: 4-Cyano-2-nitro-1-(2-phenylchroman-6-yloxy)-benzene was prepared as described for 2-nitro-1-(2-phenylchroman-6-yloxy)-benzene in Example 29(a) except that 6-hydroxyflavane (0.453 g) was used in 10 ml of dry DMSO under nitrogen. Also KI (0.498 g) and KOH (0.224 g) and 4-chloro-3-nitro benzonitrile (0.365 mg) were added in similar manner. Product was purified by column chromatography (CH2Cl2:n-heptane/90:10 as the eluant). 1H-NMR (400 MHz; d6-DMSO): δ 8.64 (d, 1H, J=2.0 Hz), 8.06 (dd, 1H, J=8.8 Hz... Reactants: FC1=C(C(=O)OC(C)(C)C)C=C(C(=C1)F)F (tert-Butyl 2,4,5-trifluorobenzoate), CCOC(=O)C (EtOAc), ClC=1C=C(C=NC1OCC1CC(C1)(F)F)O (5-chloro-6-[(3,3-difluorocyclobutyl)methoxy]pyridin-3-ol), C([O-])([O-])=O.[K+].[K+] (potassium carbonate). The solvent is CS(=O)C (DMSO). Run at time 16 hour. Yields the product ClC=1C=C(C=NC1OCC1CC(C1)(F)F)OC1=CC(=C(C(=O)OC(C)(C)C)C=C1F)F (tert-Butyl 4-({5-chloro-6-[(3,3-difluorocyclobutyl)methoxy]pyridin-3-yl}oxy)-2,5-difluorobenzoate). The yield is 100.7%. RXN SMILES: [F:1][C:2]1[CH:14]=[C:13](F)[C:12]([F:16])=[CH:11][C:3]=1[C:4]([O:6][C:7]([CH3:10])([CH3:9])[CH3:8])=[O:5].[Cl:17][C:18]1[CH:19]=[C:20]([OH:32])[CH:21]=[N:22][C:23]=1[O:24][CH2:25][CH:26]1[CH2:29][C:28]([F:31])([F:30])[CH2:27]1.C(=O)([O-])[O-].[K+].[K+].CCOC(C)=O>CS(C)=O>[Cl:17][C:18]1[CH:19]=[C:20]([O:32][C:13]2[C:12]([F:16])=[CH:11][C:3]([C:4]([O:6][C:7]([CH3:10])([CH3:9])[CH3:8])=[O:5])=[C:2]([F:1])[CH:14]=2)[CH:21]=[N:22][C:23]=1[O:24][CH2:25][CH:26]1[CH2:27][C:28]([F:30])([F:31])[CH2:29]1 |f:2.3.4|. Procedure details: tert-Butyl 2,4,5-trifluorobenzoate (Preparation 6, 0.200 g, 0.86 mmol), 5-chloro-6-[(3,3-difluorocyclobutyl)methoxy]pyridin-3-ol (Preparation 5, 0.258 g, 1.03 mmol) and potassium carbonate (0.178 g, 1.29 mmol) were suspended in DMSO (5.0 mL). The mixture was stirred at room temperature under nitrogen for 16 hours. EtOAc (50 mL) was added and the mixture was washed with water (3×150 mL). The organic layer was dried over sodium sulfate, filtered, and concentrated in vacuo to afford the title compo... Starting materials: ClCCl, CC(=O)OC(C)=O, CCOC(=O)c1cn2c3c(c(C4(N)CC4)c(F)cc3c1=O)OCC2C, O. Yields the product CCOC(=O)c1cn2c3c(c(C4(NC(C)=O)CC4)c(F)cc3c1=O)OCC2C. As a reaction SMILES: [CH2:34]([Cl:35])[Cl:36].[CH3:26][C:27](=[O:28])[O:29][C:30](=[O:31])[CH3:32].[NH2:1][C:2]1([c:5]2[c:6]([F:25])[cH:7][c:8]3[c:9]4[n:10]([cH:16][c:17]([C:20](=[O:21])[O:22][CH2:23][CH3:24])[c:18]3=[O:19])[CH:11]([CH3:15])[CH2:12][O:13][c:14]24)[CH2:3][CH2:4]1.[OH2:33]>>[NH:1]([C:2]1([c:5]2[c:6]([F:25])[cH:7][c:8]3[c:9]4[n:10]([cH:16][c:17]([C:20](=[O:21])[O:22][CH2:23][CH3:24])[c:18]3=[O:19])[CH:11]([CH3:15])[CH2:12][O:13][c:14]24)[CH2:3][CH2:4]1)[C:27]([CH3:26])=[O:28]. The reactants are CC=1C=CC(=C(C(=O)OC)C1)C=1C=NN(C1)C (methyl 5-methyl-2-(1-methyl-1H-pyrazol-4-yl)benzoate), ClC1=NC=CC(=N1)C1=C(C(=O)OC)C=C(C=C1)C (methyl 2-(2-chloropyrimidin-4-yl)-5-methylbenzoate), CB1OB(OB(O1)C)C (2,4,6-trimethyl-1,3,5,2,4,6-trioxatriborinane). The product is CC=1C=CC(=C(C(=O)OC)C1)C1=NC(=NC=C1)C (Methyl 5-methyl-2-(2-methylpyrimidin-4-yl)benzoate). As a reaction SMILES: [CH3:1]C1C=CC(C2C=NN(C)C=2)=C(C=1)C(OC)=O.Cl[C:19]1[N:24]=[C:23]([C:25]2[CH:34]=[CH:33][C:32]([CH3:35])=[CH:31][C:26]=2[C:27]([O:29][CH3:30])=[O:28])[CH:22]=[CH:21][N:20]=1.CB1OB(C)OB(C)O1>>[CH3:35][C:32]1[CH:33]=[CH:34][C:25]([C:23]2[CH:22]=[CH:21][N:20]=[C:19]([CH3:1])[N:24]=2)=[C:26]([CH:31]=1)[C:27]([O:29][CH3:30])=[O:28]. Procedure: The title compound was synthesized following the same general protocol as described for methyl 5-methyl-2-(1-methyl-1H-pyrazol-4-yl)benzoate in Example A1, using methyl 2-(2-chloropyrimidin-4-yl)-5-methylbenzoate and 2,4,6-trimethyl-1,3,5,2,4,6-trioxatriborinane. ESI-MS (m/z): 243 [M+1]+.